Dataset: the Open Reaction Database (ORD), a public repository of structured organic reaction records. Task: describe an organic reaction: reactants, conditions, products, and yield The reactants are B(Br)(Br)Br (BBr3), C1(CC1)C1=C(C=C(N)C=C1)OC (4-cyclopropyl-3-methoxyaniline). Run in ClCCl (dichloromethane), ClCCl (dichloromethane), ClCCl (dichloromethane). Run at temperature 0 celsius, time 30 minute. The product is NC=1C=CC(=C(C1)O)C1CC1 (5-amino-2-cyclopropylphenol). Isolated yield 51.7%. RXN SMILES: B(Br)(Br)Br.[CH:5]1([C:8]2[CH:14]=[CH:13][C:11]([NH2:12])=[CH:10][C:9]=2[O:15]C)[CH2:7][CH2:6]1>ClCCl>[NH2:12][C:11]1[CH:13]=[CH:14][C:8]([CH:5]2[CH2:7][CH2:6]2)=[C:9]([OH:15])[CH:10]=1. Reported procedure: A solution of BBr3 in dichloromethane (4.47 mL of 1M, 4.47 mmol) was added to a solution of 4-cyclopropyl-3-methoxyaniline (243 mg, 1.49 mmol) in dichloromethane (15 mL) at 0° C. under N2 atmosphere. The reaction was stirred for 30 min at 0° C. then diluted with dichloromethane (10 mL). The reaction mixture was washed with aqueous NaHCO3, water and brine. The organic layer was dried over Na2SO4, filtered and concentrated in vacuo. The product was purified by HPLC (10-99% CH3CN.0.05% TFA) to prov...